Dataset: the Open Reaction Database (ORD), a public repository of structured organic reaction records. Task: describe an organic reaction: reactants, conditions, products, and yield The reactants are Cc1c(-n2c(C)ccc2C)cc(C(O)CS(C)(=O)=O)cc1-n1c(C)ccc1C, CS(C)=O, N#CCCNc1ccccc1. Product: Cc1c(-n2c(C)ccc2C)cc(CC(C#N)=CNc2ccccc2)cc1-n1c(C)ccc1C. As a reaction SMILES: [CH3:1][c:2]1[n:3](-[c:8]2[cH:9][c:10]([CH:11]([OH:12])[CH2:13][S:14]([CH3:15])(=[O:16])=[O:17])[cH:18][c:19](-[n:22]3[c:23]([CH3:28])[cH:24][cH:25][c:26]3[CH3:27])[c:20]2[CH3:21])[c:4]([CH3:7])[cH:5][cH:6]1.[CH3:40][S:41]([CH3:42])=[O:43].[NH:29]([c:30]1[cH:31][cH:32][cH:33][cH:34][cH:35]1)[CH2:36][CH2:37][C:38]#[N:39]>>[CH3:1][c:2]1[n:3](-[c:8]2[cH:9][c:10]([CH2:11][C:37](=[CH:36][NH:29][c:30]3[cH:31][cH:32][cH:33][cH:34][cH:35]3)[C:38]#[N:39])[cH:18][c:19](-[n:22]3[c:23]([CH3:28])[cH:24][cH:25][c:26]3[CH3:27])[c:20]2[CH3:21])[c:4]([CH3:7])[cH:5][cH:6]1.